Dataset: the Open Reaction Database (ORD), a public repository of structured organic reaction records. Task: describe an organic reaction: reactants, conditions, products, and yield Starting materials: CCOC(=O)C=P(c1ccccc1)(c1ccccc1)c1ccccc1, COCCC(C=O)CCOC, ClCCl. Yields the product CCOC(=O)C=CC(CCOC)CCOC. Reaction SMILES: [C:12](=[O:13])([O:14][CH2:15][CH3:16])[CH:17]=[P:18]([c:19]1[cH:20][cH:21][cH:22][cH:23][cH:24]1)([c:25]1[cH:26][cH:27][cH:28][cH:29][cH:30]1)[c:31]1[cH:32][cH:33][cH:34][cH:35][cH:36]1.[CH:1](=[O:2])[CH:3]([CH2:4][CH2:5][O:6][CH3:7])[CH2:8][CH2:9][O:10][CH3:11].[Cl:37][CH2:38][Cl:39]>>[CH:1]([CH:3]([CH2:4][CH2:5][O:6][CH3:7])[CH2:8][CH2:9][O:10][CH3:11])=[CH:17][C:12](=[O:13])[O:14][CH2:15][CH3:16]. The reactants are BrC=1C=C(C(=O)O)C=C(C1OC1=CC(=C(C=C1)OC)C(C)C)Br (3,5-Dibromo-4-(4-methoxy-3-isopropylphenoxy)benzoic acid), CN(C1=C2C=CC=C(C2=CC=C1)S(=O)(=O)N)C (5-dimethylamino-1-naphthalenesulphonamide). The product is BrC=1C=C(C(=O)C2=C(C3=CC=CC(=C3C=C2)N(C)C)S(=O)(=O)N)C=C(C1OC1=CC(=C(C=C1)O)C(C)C)Br (3,5-Dibromo-4-(4-hydroxy-3-isopropylphenoxy)benzoyl-5-dimethylamino-1-naphthalene-sulphonamide). Yield: 34.5%. Reaction SMILES: [Br:1][C:2]1[CH:3]=[C:4]([CH:8]=[C:9]([Br:23])[C:10]=1[O:11][C:12]1[CH:17]=[CH:16][C:15]([O:18]C)=[C:14]([CH:20]([CH3:22])[CH3:21])[CH:13]=1)[C:5](O)=[O:6].[CH3:24][N:25]([CH3:40])[C:26]1[CH:35]=[CH:34][CH:33]=[C:32]2[C:27]=1[CH:28]=[CH:29][CH:30]=[C:31]2[S:36]([NH2:39])(=[O:38])=[O:37]>>[Br:23][C:9]1[CH:8]=[C:4]([CH:3]=[C:2]([Br:1])[C:10]=1[O:11][C:12]1[CH:17]=[CH:16][C:15]([OH:18])=[C:14]([CH:20]([CH3:21])[CH3:22])[CH:13]=1)[C:5]([C:30]1[CH:29]=[CH:28][C:27]2[C:32](=[CH:33][CH:34]=[CH:35][C:26]=2[N:25]([CH3:24])[CH3:40])[C:31]=1[S:36]([NH2:39])(=[O:38])=[O:37])=[O:6]. Reported procedure: 3,5-Dibromo-4-(4-methoxy-3-isopropylphenoxy)benzoic acid (0.035 mmol) was coupled with 5-dimethylamino-1-naphthalenesulphonamide (0.175 mmol) using the method described in Example 58. Purification on HPLC of the residue gave 8 mg (34%) of the title compound. The yield is 0.6%. The reactants are BrC1=C(C=CC=C1)O (2-bromophenol), ClCC(C)(O)C (1-chloro-2-methylpropan-2-ol), C([O-])([O-])=O.[Na+].[Na+] (sodium carbonate). Run at temperature 90 celsius. Procedure: To a solution of 2-bromophenol (3.0 g, 1.745 mmol, Aldrich) and 1-chloro-2-methylpropan-2-ol (2.8 g, 6.397 mmol, Spectrochem) in DMF (15 mL) was added sodium carbonate (1.23 g, 11.63 mmol). The reaction mixture was heated at 90° C. for 12 h. After completion, the reaction mixture was diluted with water (10 mL) and extracted with ethyl acetate (2×50 mL). The organic layer was dried over sodium sulfate and concentrated under reduced pressure to obtain crude material that was purified by combiflash... Yields the product BrC1=C(OCC(C)(O)C)C=CC=C1 (1-(2-bromophenoxy)-2-methylpropan-2-ol). Run in O (water), CN(C)C=O (DMF). Reaction SMILES: [Br:1][C:2]1[CH:7]=[CH:6][CH:5]=[CH:4][C:3]=1[OH:8].Cl[CH2:10][C:11]([CH3:14])([OH:13])[CH3:12].C(=O)([O-])[O-].[Na+].[Na+]>CN(C=O)C.O>[Br:1][C:2]1[CH:7]=[CH:6][CH:5]=[CH:4][C:3]=1[O:8][CH2:10][C:11]([CH3:14])([OH:13])[CH3:12] |f:2.3.4|. Starting materials: B, CCOC(=O)N1CCC2C(C1)c1cccc3c1N2CC(=O)N3, C1CCOC1, Cl, [Na+], [OH-]. The product is CCOC(=O)N1CCC2C(C1)c1cccc3c1N2CCN3. As a reaction SMILES: [BH3:23].[CH2:1]([CH3:2])[O:3][C:4](=[O:5])[N:6]1[CH2:7][CH:8]2[CH:9]([N:10]3[CH2:11][C:12](=[O:20])[NH:13][c:14]4[cH:15][cH:16][cH:17][c:18]2[c:19]43)[CH2:21][CH2:22]1.[CH2:24]1[O:25][CH2:26][CH2:27][CH2:28]1.[ClH:31].[Na+:30].[OH-:29]>>[CH2:1]([CH3:2])[O:3][C:4](=[O:5])[N:6]1[CH2:7][CH:8]2[CH:9]([N:10]3[CH2:11][CH2:12][NH:13][c:14]4[cH:15][cH:16][cH:17][c:18]2[c:19]43)[CH2:21][CH2:22]1. Run in CO (methanol), ClCCl (dichloromethane). Yields the product Cl.S1C2=C(C=C1)C(=CC=C2)N2CCN(CC2)CCCCOC2=CC=C1C=CC(NC1=C2)=O (7-[4-(4-benzo[b]thiophen-4-yl-piperazin-1-yl)butoxy]-1H-quinolin-2-one hydrochloride). The reactants are Cl (hydrochloric acid), S1C2=C(C=C1)C(=CC=C2)N2CCN(CC2)CCCCOC2=CC=C1C=CC(NC1=C2)=O (7-[4-(4-benzo[b]thiophen-4-yl-piperazin-1-yl)butoxy]-1H-quinolin-2-one). Reaction SMILES: [ClH:1].[S:2]1[CH:6]=[CH:5][C:4]2[C:7]([N:11]3[CH2:16][CH2:15][N:14]([CH2:17][CH2:18][CH2:19][CH2:20][O:21][C:22]4[CH:31]=[C:30]5[C:25]([CH:26]=[CH:27][C:28](=[O:32])[NH:29]5)=[CH:24][CH:23]=4)[CH2:13][CH2:12]3)=[CH:8][CH:9]=[CH:10][C:3]1=2>CO.ClCCl>[ClH:1].[S:2]1[CH:6]=[CH:5][C:4]2[C:7]([N:11]3[CH2:12][CH2:13][N:14]([CH2:17][CH2:18][CH2:19][CH2:20][O:21][C:22]4[CH:31]=[C:30]5[C:25]([CH:26]=[CH:27][C:28](=[O:32])[NH:29]5)=[CH:24][CH:23]=4)[CH2:15][CH2:16]3)=[CH:8][CH:9]=[CH:10][C:3]1=2 |f:4.5|. Procedure details: 1N hydrochloric acid aqueous solution was added to a solution of 7-[4-(4-benzo[b]thiophen-4-yl-piperazin-1-yl)butoxy]-1H-quinolin-2-one in methanol and dichloromethane and the solvent was evaporated under reduced pressure. The residue was recrystallized from 70% ethanol and thereby 7-[4-(4-benzo[b]thiophen-4-yl-piperazin-1-yl)butoxy]-1H-quinolin-2-one hydrochloride was obtained in the form of a white powder.